From a dataset of the Open Reaction Database (ORD), a public repository of structured organic reaction records. describe an organic reaction: reactants, conditions, products, and yield Reactants: [N+](=O)([O-])C1=CC=C(C=C1)N=C=O (p-nitrophenyl isocyanate), NC=1SC2=C(N1)C(=CC(=C2)C)SC#N (2-amino-6-methyl-4-thiocyanatobenzothiazole), off-white solid. Solvent: CN(C=O)C (dimethylformamide). Run at time 5 hour. Product: CC1=CC2=C(N=C(S2)NC(=O)NC2=CC=C(C=C2)[N+](=O)[O-])C(=C1)SC#N (6-Methyl-2[3-(p-nitrophenyl)ureido]-4-thiocyanatobenzothiazole). As a reaction SMILES: [NH2:1][C:2]1[S:3][C:4]2[CH:10]=[C:9]([CH3:11])[CH:8]=[C:7]([S:12][C:13]#[N:14])[C:5]=2[N:6]=1.[N+:15]([C:18]1[CH:23]=[CH:22][C:21]([N:24]=[C:25]=[O:26])=[CH:20][CH:19]=1)([O-:17])=[O:16]>CN(C)C=O>[CH3:11][C:9]1[CH:8]=[C:7]([S:12][C:13]#[N:14])[C:5]2[N:6]=[C:2]([NH:1][C:25]([NH:24][C:21]3[CH:20]=[CH:19][C:18]([N+:15]([O-:17])=[O:16])=[CH:23][CH:22]=3)=[O:26])[S:3][C:4]=2[CH:10]=1. Procedure details: A mixture of 2-amino-6-methyl-4-thiocyanatobenzothiazole (35 g., 0.16 mole) in dimethylformamide (250ml.) was treated slowly with p-nitrophenyl isocyanate (27 g., 0.16 mole). The reaction was then heated under stirring on the steam bath for 5 hours. The mixture was then filtered hot. The solution was chilled in an ice bath and filtered. The product was combined with the solid initially filtered to give 40 g. (65%) of off-white solid. Conditions: temperature 90 celsius, time 8 hour. Product: BrC1=CC(=C2CN(CC2=C1)C(C1=CC=CC=C1)(C1=CC=CC=C1)C1=CC=CC=C1)OC (6-bromo-4-methoxy-2-tritylisoindoline). Procedure details: 4.95 g of 5-bromo-1,2-bis(bromomethyl)-3-methoxybenzene (3-19) was dissolved in 150 ml of anhydrous DMF, to which 5.50 g of potassium carbonate and 4.30 g of tritylamine, and under an argon atmosphere, the resulting mixture was stirred at 90° C. for 8 hours. The reaction solution was poured into water, and extract with chloroform and the resulting organic layer was washed with saturated salt water, and thereafter, the resulting organic layer was dried over anhydrous magnesium sulfate. The solven... Solvent: CN(C)C=O (DMF). RXN SMILES: [Br:1][C:2]1[CH:3]=[C:4]([O:12][CH3:13])[C:5]([CH2:10]Br)=[C:6]([CH2:8]Br)[CH:7]=1.C(=O)([O-])[O-].[K+].[K+].[C:20]([NH2:39])([C:33]1[CH:38]=[CH:37][CH:36]=[CH:35][CH:34]=1)([C:27]1[CH:32]=[CH:31][CH:30]=[CH:29][CH:28]=1)[C:21]1[CH:26]=[CH:25][CH:24]=[CH:23][CH:22]=1.O>CN(C=O)C>[Br:1][C:2]1[CH:7]=[C:6]2[C:5]([CH2:10][N:39]([C:20]([C:21]3[CH:26]=[CH:25][CH:24]=[CH:23][CH:22]=3)([C:33]3[CH:34]=[CH:35][CH:36]=[CH:37][CH:38]=3)[C:27]3[CH:28]=[CH:29][CH:30]=[CH:31][CH:32]=3)[CH2:8]2)=[C:4]([O:12][CH3:13])[CH:3]=1 |f:1.2.3|. The yield is 53.6%. Starting materials: BrC=1C=C(C(=C(C1)CBr)CBr)OC (5-bromo-1,2-bis(bromomethyl)-3-methoxybenzene), C([O-])([O-])=O.[K+].[K+] (potassium carbonate), C(C1=CC=CC=C1)(C1=CC=CC=C1)(C1=CC=CC=C1)N (tritylamine), O (water). The reactants are ice water, acid chloride, C1(=CC=CC=C1)OC (anisole), [Cl-].[Al+3].[Cl-].[Cl-] (aluminum chloride). The solvent is ClCCCl (1,2-dichloroethane). Reaction conditions: time 5 minute. Yields the product COC1=CC=C(C=C1)C(CCCC1=CC=C(C=C1)OC)=O (1,4-bis-(4-methoxyphenyl)butan-1-one). The yield is 226.5%. As a reaction SMILES: [C:1]1([O:7][CH3:8])[CH:6]=[CH:5][CH:4]=[CH:3][CH:2]=1.[Cl-].[Al+3].[Cl-].[Cl-]>ClCCCl>[CH3:8][O:7][C:1]1[CH:6]=[CH:5][C:4]([C:1](=[O:7])[CH2:2][CH2:3][CH2:4][C:4]2[CH:5]=[CH:6][C:1]([O:7][CH3:8])=[CH:2][CH:3]=2)=[CH:3][CH:2]=1 |f:1.2.3.4|. Procedure details: The crude acid chloride (2.07 g, 9.7 mmol) and anisole (1.26 g, 11.6 mmol) were dissolved in 1,2-dichloroethane (32 mL) and chilled in an ice bath. The mixture was treated with aluminum chloride (3.9 g, 29.1 mmol) in portions, stirred for 5 minutes, then mixed with ice water (50 mL). The mixture was extracted with dichloromethane (3×10 mL), and the extracts were combined, washed with saturated sodium chloride (100 mL), dried (MgSO4), then concentrated under reduced pressure. The residue was flus...